From a dataset of the Open Reaction Database (ORD), a public repository of structured organic reaction records. describe an organic reaction: reactants, conditions, products, and yield Reactants: Cl (hydrochloric acid), N1N=CN=C1 (1,2,4-triazole), BrC(CCCOC1=CC=C(C=C1)C1=CC=C(C(=O)O)C=C1)CCCC (4-[4-(4-bromooctyloxy)phenyl]benzoic acid), [H-].[Na+] (sodium hydride). The solvent is C(C)(=O)OCC (ethyl acetate), O (water), CN(C=O)C (N,N-dimethylformamide). Run at temperature 120 celsius, time 5 hour. Yields the product N1(N=CN=C1)CCCCCCCCOC1=CC=C(C=C1)C1=CC=C(C(=O)O)C=C1 (4-[4-[8-(1,2,4-Triazol-1-yl)octyloxy]phenyl]benzoic acid). Yield: 83.4%. Reaction SMILES: [H-].[Na+].[NH:3]1[CH:7]=[N:6][CH:5]=[N:4]1.Br[CH:9]([CH2:29][CH2:30][CH2:31][CH3:32])[CH2:10][CH2:11][CH2:12][O:13][C:14]1[CH:19]=[CH:18][C:17]([C:20]2[CH:28]=[CH:27][C:23]([C:24]([OH:26])=[O:25])=[CH:22][CH:21]=2)=[CH:16][CH:15]=1.Cl>CN(C)C=O.C(OCC)(=O)C.O>[N:3]1([CH2:32][CH2:31][CH2:30][CH2:29][CH2:9][CH2:10][CH2:11][CH2:12][O:13][C:14]2[CH:19]=[CH:18][C:17]([C:20]3[CH:21]=[CH:22][C:23]([C:24]([OH:26])=[O:25])=[CH:27][CH:28]=3)=[CH:16][CH:15]=2)[CH:7]=[N:6][CH:5]=[N:4]1 |f:0.1|. Procedure: To a suspension of sodium hydride (60% suspension in mineral oil) (0.296 g) in N,N-dimethylformamide (14 ml) was added 1,2,4-triazole (0.511 g) and 4-[4-(4-bromooctyloxy)phenyl]benzoic acid (1 g), and was stirred for 5 hours at 120° C. The reaction mixture was added to a mixture of water and ethyl acetate, and adjusted to pH 2.5 with conc. hydrochloric acid. The organic layer was taken and dried over magnesium sulfate. The magnesium sulfate was filtered off, and the filtrate was evaporated under...